describe an organic reaction: reactants, conditions, products, and yield From a dataset of the Open Reaction Database (ORD), a public repository of structured organic reaction records. The reactants are C1CCOC1, CCOC(=O)c1cc(-c2ccccc2)c[nH]1, CO, Cl, [Li+], [OH-], O, O. Product: O=C(O)c1cc(-c2ccccc2)c[nH]1. As a reaction SMILES: [CH2:21]1[O:22][CH2:23][CH2:24][CH2:25]1.[CH2:3]([CH3:4])[O:5][C:6](=[O:7])[c:8]1[nH:9][cH:10][c:11](-[c:13]2[cH:14][cH:15][cH:16][cH:17][cH:18]2)[cH:12]1.[CH3:26][OH:27].[ClH:20].[Li+:2].[OH-:1].[OH2:19].[OH2:28]>>[O:5]=[C:6]([OH:7])[c:8]1[nH:9][cH:10][c:11](-[c:13]2[cH:14][cH:15][cH:16][cH:17][cH:18]2)[cH:12]1. The reactants are Cl (HCl), FC=1C=C(OC2=C3C(=NC=C2)C=C(S3)C(=O)N[C@H](C(=O)OC)CCC(=O)OC(C)(C)C)C=CC1NC(=O)NC1=C(C=CC(=C1)C)F (5-tert-butyl 1-methyl (2S)-2-[({7-[3-fluoro-4-({[(2-fluoro-5-methylphenyl)amino]carbonyl}amino)phenoxy]thieno[3,2-b]pyridin-2-yl}carbonyl)amino]pentanedioate), O (water), [OH-].[Na+] (NaOH). The solvent is C1CCOC1.CO (THF MeOH). Reaction conditions: time 1 hour. Yields the product C(C)(C)(C)OC(CC[C@@H](C(=O)O)NC(=O)C1=CC2=NC=CC(=C2S1)OC1=CC(=C(C=C1)NC(=O)NC1=C(C=CC(=C1)C)F)F)=O ((2S)-5-tert-butoxy-2-[({7-[3-fluoro-4-({[(2-fluoro-5-methylphenyl)amino]carbonyl}amino)phenoxy]thieno[3,2-b]pyridin-2-yl}carbonyl)amino]-5-oxopentanoic acid). Reaction SMILES: [F:1][C:2]1[CH:3]=[C:4]([CH:32]=[CH:33][C:34]=1[NH:35][C:36]([NH:38][C:39]1[CH:44]=[C:43]([CH3:45])[CH:42]=[CH:41][C:40]=1[F:46])=[O:37])[O:5][C:6]1[CH:11]=[CH:10][N:9]=[C:8]2[CH:12]=[C:13]([C:15]([NH:17][C@@H:18]([CH2:23][CH2:24][C:25]([O:27][C:28]([CH3:31])([CH3:30])[CH3:29])=[O:26])[C:19]([O:21]C)=[O:20])=[O:16])[S:14][C:7]=12.[OH-].[Na+].O.Cl>C1COCC1.CO>[C:28]([O:27][C:25](=[O:26])[CH2:24][CH2:23][C@H:18]([NH:17][C:15]([C:13]1[S:14][C:7]2[C:8](=[N:9][CH:10]=[CH:11][C:6]=2[O:5][C:4]2[CH:32]=[CH:33][C:34]([NH:35][C:36]([NH:38][C:39]3[CH:44]=[C:43]([CH3:45])[CH:42]=[CH:41][C:40]=3[F:46])=[O:37])=[C:2]([F:1])[CH:3]=2)[CH:12]=1)=[O:16])[C:19]([OH:21])=[O:20])([CH3:31])([CH3:29])[CH3:30] |f:1.2,5.6|. Procedure: To a stirred solution of 5-tert-butyl 1-methyl (2S)-2-[({7-[3-fluoro-4-({[(2-fluoro-5-methylphenyl)amino]carbonyl}amino)phenoxy]thieno[3,2-b]pyridin-2-yl}carbonyl)amino]pentanedioate (260 mg, 0.40 mmol) in a mixture of THF/MeOH (10 ml/10 ml) was added 1M NaOH solution (2 ml, 2 mmol). The mixture was stirred at room temperature for 1 hour and poured into 100 ml of water. 1M HCl was added with stirring until pH=4. The precipitates were filtered, washed with water and dried in vacuo to give (2S)-5-... Reactants: ClC=1C=C(C=CC1Cl)C1(CN(CC1)C(C1=CC(=C(C(=C1)OC)OC)OC)=O)CCCS(=O)(=O)[O-] (2-[3-(3,4-dichloro-phenyl)-1-(3,4,5-trimethoxy-benzoyl)-pyrrolidin-3-yl]-ethyl-methanesulfonate), Cl.N1(CCCC1)C(=O)N.C1(=CC=CC=C1)C1(CCNCC1)C(=O)O (4-phenyl-piperidine-4-carboxylic acid pyrrolidine-amide hydrochloride). Product: N1(CCCC1)C(=O)N.ClC=1C=C(C=CC1Cl)C1(CN(CC1)C(C1=CC(=C(C(=C1)OC)OC)OC)=O)CCN1CCC(CC1)(C(=O)O)C1=CC=CC=C1 (1-[2-[3-(3,4-dichloro-phenyl)-1-(3,4,5-trimethoxy-benzoyl)-pyrrolidin-3-yl]-ethyl]-4-phenyl-piperidine-4-carboxylic acid pyrrolidine-amide). As a reaction SMILES: [Cl:1][C:2]1[CH:3]=[C:4]([C:9]2([CH2:28][CH2:29]CS([O-])(=O)=O)[CH2:13][CH2:12][N:11]([C:14](=[O:27])[C:15]3[CH:20]=[C:19]([O:21][CH3:22])[C:18]([O:23][CH3:24])=[C:17]([O:25][CH3:26])[CH:16]=3)[CH2:10]2)[CH:5]=[CH:6][C:7]=1[Cl:8].Cl.[N:36]1([C:41]([NH2:43])=[O:42])[CH2:40][CH2:39][CH2:38][CH2:37]1.[C:44]1([C:50]2([C:56]([OH:58])=[O:57])[CH2:55][CH2:54][NH:53][CH2:52][CH2:51]2)[CH:49]=[CH:48][CH:47]=[CH:46][CH:45]=1>>[N:36]1([C:41]([NH2:43])=[O:42])[CH2:40][CH2:39][CH2:38][CH2:37]1.[Cl:1][C:2]1[CH:3]=[C:4]([C:9]2([CH2:28][CH2:29][N:53]3[CH2:52][CH2:51][C:50]([C:44]4[CH:45]=[CH:46][CH:47]=[CH:48][CH:49]=4)([C:56]([OH:58])=[O:57])[CH2:55][CH2:54]3)[CH2:13][CH2:12][N:11]([C:14](=[O:27])[C:15]3[CH:20]=[C:19]([O:21][CH3:22])[C:18]([O:23][CH3:24])=[C:17]([O:25][CH3:26])[CH:16]=3)[CH2:10]2)[CH:5]=[CH:6][C:7]=1[Cl:8] |f:1.2.3,4.5|. Procedure: Prepare by the method of example 3.3 using 2-[3-(3,4-dichloro-phenyl)-1-(3,4,5-trimethoxy-benzoyl)-pyrrolidin-3-yl]-ethyl-methanesulfonate (5 mmol) and 4-phenyl-piperidine-4-carboxylic acid pyrrolidine-amide hydrochloride (7.5 mmol, 1.5 eq.). Chromatograph on silica gel to give the title compound. Starting materials: COC1=CC(=C(N)C=C1)[N+](=O)[O-] (4-methoxy-2-nitroaniline), COC(C)(C)OC (2,2-dimethoxypropane), FC(C(=O)O)(F)F (TFA), COC(C)(C)OC (2,2-dimethoxypropane), FC1=CC(=C(N)C=C1)[N+](=O)[O-] (4-fluoro-2-nitroaniline). Reagents/catalysts: FC(C(=O)O)(F)F (trifluoroacetic acid). Run in C1(=CC=CC=C1)C (toluene), N1=CC=CC=C1 (pyridine), N1=CC=CC=C1 (pyridine), CCOC(=O)C.CCCCCC (EtOAc Hexane). Conditions: time 1 hour. Yields the product C(C)(C)NC1=C(C=C(C=C1)OC)[N+](=O)[O-] (N-isopropyl-4-methoxy-2-nitroaniline). The yield is 62.8%. Reaction SMILES: [CH3:1][O:2][C:3]1[CH:9]=[CH:8][C:6]([NH2:7])=[C:5]([N+:10]([O-:12])=[O:11])[CH:4]=1.CO[C:15](OC)([CH3:17])[CH3:16].FC(F)(F)C(O)=O.FC1C=CC(N)=C([N+]([O-])=O)C=1>C1(C)C=CC=CC=1.FC(F)(F)C(O)=O.N1C=CC=CC=1.CCOC(C)=O.CCCCCC>[CH:15]([NH:7][C:6]1[CH:8]=[CH:9][C:3]([O:2][CH3:1])=[CH:4][C:5]=1[N+:10]([O-:12])=[O:11])([CH3:17])[CH3:16] |f:7.8|. Procedure details: 4-methoxy-2-nitroaniline (16.8 g; 0.1 mole), 2,2-dimethoxypropane (24.6 ml; 0.2 mole) and trifluoroacetic acid [TFA] (23.1 ml; 0.005 moles) were dissolved in toluene (500 ml) and stirred for 1 hr. BH3 * pyridine (10.0 ml; 0.1 moles) was added in 1.0 ml increments. The reaction was exothermic, and the reaction progress was monitored by tlc 40% EtOAc/Hexane. .Additional TFA, BH3 * pyridine and 2,2-dimethoxypropane were added until the tlc indicated that the 4-fluoro-2-nitroaniline was consumed. Th... Starting materials: C1=C(C=CC2=CC=CC=C12)[Mg]Br (2-Naphthyl magnesium bromide), BrC1CCCCC1 (bromocyclohexane), FeCl3, CN(C)CCN(C)C (TMEDA), Grignard reagent, [Cl-].[NH4+] (ammonium chloride). Run at time 10 minute. Product: C1(CCCCC1)C1=CC2=CC=CC=C2C=C1 (2-cyclohexylnaphthalene). The yield is 96.0%. RXN SMILES: [CH:1]1[C:10]2[C:5](=[CH:6][CH:7]=[CH:8][CH:9]=2)[CH:4]=[CH:3][C:2]=1[Mg]Br.Br[CH:14]1[CH2:19][CH2:18][CH2:17][CH2:16][CH2:15]1.CN(CCN(C)C)C.[Cl-].[NH4+]>>[CH:14]1([C:2]2[CH:3]=[CH:4][C:5]3[C:10](=[CH:9][CH:8]=[CH:7][CH:6]=3)[CH:1]=2)[CH2:19][CH2:18][CH2:17][CH2:16][CH2:15]1 |f:3.4|. Procedure: 2-Naphthyl magnesium bromide (1.46 mL of 0.82 M-THF solution, 1.2 mmol) was added to a mixture of bromocyclohexane (163.1 mg, 1.0 mmol), FeCl3 (0.5 mL of 0.1 M-THF solution, 5 mol %) and TMEDA (181.1 μL, 1.2 mmol) at 25° C. over 20 minutes through an injection pump. After the addition of Grignard reagent mixture was completed, the reaction mixture was stirred for 10 minutes at this temperature. After treating with saturated aqueous ammonium chloride solution in a conventional manner, the reactio... Reaction SMILES: [C:1]([C:5]1[CH:10]=[CH:9][C:8]([S:11]([N:14]2[C:20]3[CH:21]=[C:22]([C:25]([NH:27][NH2:28])=[O:26])[CH:23]=[CH:24][C:19]=3[NH:18][C:17]3[N:29]=[C:30]([C:33]([F:36])([F:35])[F:34])[CH:31]=[CH:32][C:16]=3[CH2:15]2)(=[O:13])=[O:12])=[CH:7][CH:6]=1)([CH3:4])([CH3:3])[CH3:2].C([O-])(O)=O.[Na+].[N:42]#[C:43]Br>O1CCOCC1>[C:1]([C:5]1[CH:6]=[CH:7][C:8]([S:11]([N:14]2[C:20]3[CH:21]=[C:22]([C:25]4[O:26][C:43]([NH2:42])=[N:28][N:27]=4)[CH:23]=[CH:24][C:19]=3[NH:18][C:17]3[N:29]=[C:30]([C:33]([F:35])([F:36])[F:34])[CH:31]=[CH:32][C:16]=3[CH2:15]2)(=[O:13])=[O:12])=[CH:9][CH:10]=1)([CH3:4])([CH3:2])[CH3:3] |f:1.2|. Starting materials: C(C)(C)(C)C1=CC=C(C=C1)S(=O)(=O)N1CC2=C(NC3=C1C=C(C=C3)C(=O)NN)N=C(C=C2)C(F)(F)F (6-[(4-tert-butylphenyl)sulfonyl]-2-(trifluoromethyl)-6,11-dihydro-5H-pyrido[2,3-b][1,5]benzodiazepine-8-carbohydrazide), C(C)(C)(C)C1=CC=C(C=C1)S(=O)(=O)N1CC2=C(NC3=C1C=C(C=C3)C(=O)NN)N=C(C=C2)C(F)(F)F (6-[(4-tert-butylphenyl)sulfonyl]-2-(trifluoromethyl)-6,11-dihydro-5H-pyrido[2,3-b][1,5]benzodiazepine-8-carbohydrazide), C(=O)(O)[O-].[Na+] (NaHCO3), N#CBr (cyanogen bromide). Yields the product C(C)(C)(C)C1=CC=C(C=C1)S(=O)(=O)N1CC2=C(NC3=C1C=C(C=C3)C3=NN=C(O3)N)N=C(C=C2)C(F)(F)F (5-[6-[(4-tert-Butylphenyl)sulfonyl]-2-(trifluoromethyl)-6,11-dihydro-5H-pyrido[2,3-b][1,5]benzodiazepin-8-yl]-1,3,4-oxadiazol-2-amine). Procedure details: To a solution of 6-[(4-tert-butylphenyl)sulfonyl]-2-(trifluoromethyl)-6,11-dihydro-5H-pyrido[2,3-b][1,5]benzodiazepine-8-carbohydrazide (intermediate 57, 0.040 g, 0.0771 mmol) and NaHCO3 (7 mg in 0.187 mL of water) in dioxane (0.75 mL) was added cyanogen bromide (9 mg in 0.084 mL of dioxane) was in four equal portions over 5 min. After stirring at rt for 2 h, the reaction was quenched with saturated aqueous NaHCO3 and the product was extracted with EtOAc and DCM. The combined extracts were washe... Reaction conditions: time 5 minute. Run in O1CCOCC1 (dioxane). Run in O1CCCC1 (tetrahydrofuran), CN(C)P(=O)(N(C)C)N(C)C (HMPA). Yield: 38.9%. Yields the product C(C)(C)(C)OC(C(CNC(=O)OC(C)(C)C)CC)=O (N-t-butyloxycarbonyl-α-ethyl-β-alanine-t-butyl ester). As a reaction SMILES: [C:1]([O:5][C:6](=[O:17])[CH2:7][CH2:8][NH:9][C:10]([O:12][C:13]([CH3:16])([CH3:15])[CH3:14])=[O:11])([CH3:4])([CH3:3])[CH3:2].[CH:18]([N-]C(C)C)(C)[CH3:19].[Li+].C(Br)C.[Cl-].[NH4+]>O1CCCC1.CN(P(N(C)C)(N(C)C)=O)C>[C:1]([O:5][C:6](=[O:17])[CH:7]([CH2:18][CH3:19])[CH2:8][NH:9][C:10]([O:12][C:13]([CH3:16])([CH3:15])[CH3:14])=[O:11])([CH3:4])([CH3:3])[CH3:2] |f:1.2,4.5|. Starting materials: C(C)Br (ethyl bromide), [Cl-].[NH4+] (ammonium chloride), C(C)(C)(C)OC(CCNC(=O)OC(C)(C)C)=O (t-Butyloxycarbonyl-β-alanine t-butyl ester), C(C)(C)[N-]C(C)C.[Li+] (lithium diisopropylamide). Procedure: t-Butyloxycarbonyl-β-alanine t-butyl ester (2.26 g) was added dropwise to a solution of lithium diisopropylamide (LDA) (6.9 ml, 13.8 mmol) in tetrahydrofuran (10 ml) at -78° C. and hexamethylphosphoroamide (HMPA) (2 ml) was added thereto. The temperature of the reaction solution was elevated gradually to -20° C. over 1 hour and lowered again to -78° C. To the reaction solution, ethyl bromide (0.76 ml) was added dropwise. The temperature of the solution was elevated to 0° C. over 2 hours and the ... Reaction conditions: time 1 hour.